Dataset: the Open Reaction Database (ORD), a public repository of structured organic reaction records. Task: describe an organic reaction: reactants, conditions, products, and yield Starting materials: O (water), C=CC (propylene), C=CC (propylene), CCC (propane), C1=CC=CC=C1 (benzene). Reagents/catalysts: zeolite. Yields the product C1(=CC=CC=C1)C(C)C (cumene). As a reaction SMILES: O.[CH2:2]=[CH:3][CH3:4].CCC.[CH:8]1[CH:13]=[CH:12][CH:11]=[CH:10][CH:9]=1>>[C:8]1([CH:3]([CH3:4])[CH3:2])[CH:13]=[CH:12][CH:11]=[CH:10][CH:9]=1. Procedure details: The first alkylation reactor effluent stream enters a heat exchanger 22, where the first alkylation reactor effluent stream is cooled by exchanging heat indirectly with another stream in the process or with boiler feed water to produce low pressure steam. The cooled first alkylation reactor effluent stream passes through a line 24 and is admixed with another stream containing propylene and propane that enters the process in a line 28. This produces a second alkylation reactor feed stream carried... Starting materials: C(C)OC(CC(CCCCCCCCCCCCCCCCC)=O)=O (3-oxoeicosanoic acid ethyl ester), C1(=CC=CC=C1)NC(=N)NC(=N)N (1-phenylbiguanide). Run in C(C)O (ethanol). Run at time 16 hour. Yields the product C(CCCCCCCCCCCCCCCC)C=1N=C(NC(C1)=O)NC(=N)NC1=CC=CC=C1 (N-(4-heptadecyl-6-oxo-1,6-dihydropyrimidin-2-yl)-N′-phenylguanidine). Yield: 58.0%. As a reaction SMILES: C(O[C:4](=[O:25])[CH2:5][C:6](=O)[CH2:7][CH2:8][CH2:9][CH2:10][CH2:11][CH2:12][CH2:13][CH2:14][CH2:15][CH2:16][CH2:17][CH2:18][CH2:19][CH2:20][CH2:21][CH2:22][CH3:23])C.[C:26]1([NH:32][C:33]([NH:35][C:36]([NH2:38])=[NH:37])=[NH:34])[CH:31]=[CH:30][CH:29]=[CH:28][CH:27]=1>C(O)C>[CH2:7]([C:6]1[N:37]=[C:36]([NH:35][C:33]([NH:32][C:26]2[CH:31]=[CH:30][CH:29]=[CH:28][CH:27]=2)=[NH:34])[NH:38][C:4](=[O:25])[CH:5]=1)[CH2:8][CH2:9][CH2:10][CH2:11][CH2:12][CH2:13][CH2:14][CH2:15][CH2:16][CH2:17][CH2:18][CH2:19][CH2:20][CH2:21][CH2:22][CH3:23]. Reported procedure: In a 50 milliliter round-bottom flask, 3-oxoeicosanoic acid ethyl ester (2.25 grams, 6.60 mmol, prepared as described in Part B of this Example) was added at room temperature to a solution of 1-phenylbiguanide (1.17 grams, 6.60 mmol, prepared as described in Part D of this Example) in anhydrous ethanol (20 milliliters). The mixture was heated at reflux and stirred for 16 hours. Cooling the resulting yellow solution to room temperature gave a colorless precipitate. The precipitate was isolated by... Reactants: ClC1=CC=C(C=C1)S(=O)(=O)N1C2C(C(CC1CCC2)=O)=CO (9-(4-chlorophenylsulfonyl)-2-(hydroxymethylene)-9-azabicyclo[3.3.1]nonan-3-one), S(=O)(=O)(O)O.NC1=NNC=C1C(=O)N.NC1=NNC=C1C(=O)N (3-amino-4-pyrazolecarboxamide hemisulfate salt). Yields the product ClC1=CC=C(C=C1)S(=O)(=O)N1C2C=3C=NC4=C(C=NN4C3CC1CCC2)NC(C)=O (16-(4-Chloro-benzenesulfonyl)-6-acetamido-4,8,9,16-tetraaza-tetracyclo-[10,3,1,02,10,05,9]hexadeca-2(10),3,5,7-tetraene). As a reaction SMILES: [Cl:1][C:2]1[CH:7]=[CH:6][C:5]([S:8]([N:11]2[CH:16]3[CH2:17][CH2:18][CH2:19][CH:12]2[C:13](=[CH:21]O)[C:14](=O)[CH2:15]3)(=[O:10])=[O:9])=[CH:4][CH:3]=1.S(O)(O)(=O)=O.[NH2:28][C:29]1[C:33](C(N)=O)=[CH:32][NH:31][N:30]=1.NC1[C:42]([C:43]([NH2:45])=[O:44])=CNN=1>>[Cl:1][C:2]1[CH:3]=[CH:4][C:5]([S:8]([N:11]2[CH:16]3[CH2:17][CH2:18][CH2:19][CH:12]2[C:13]2[CH:21]=[N:28][C:29]4[N:30]([C:14]=2[CH2:15]3)[N:31]=[CH:32][C:33]=4[NH:45][C:43](=[O:44])[CH3:42])(=[O:9])=[O:10])=[CH:6][CH:7]=1 |f:1.2.3|. Procedure details: Prepared as described in Example 5 using 9-(4-chlorophenylsulfonyl)-2-(hydroxymethylene)-9-azabicyclo[3.3.1]nonan-3-one which was prepared as described in Example 34 and 3-amino-4-pyrazolecarboxamide hemisulfate salt. Reactants: ON=C1CCc2c(c(-c3ccc(Cl)cc3)nn2Cc2ccccc2)C1, C1CCOC1, Cl. The product is O=C1CCc2c(c(-c3ccc(Cl)cc3)nn2Cc2ccccc2)C1. RXN SMILES: [CH2:1]([c:2]1[cH:3][cH:4][cH:5][cH:6][cH:7]1)[n:8]1[n:9][c:10](-[c:19]2[cH:20][cH:21][c:22]([Cl:25])[cH:23][cH:24]2)[c:11]2[c:16]1[CH2:15][CH2:14][C:13](=[N:17][OH:18])[CH2:12]2.[CH2:27]1[CH2:30][CH2:29][CH2:28][O:31]1.[ClH:26]>>[CH2:1]([c:2]1[cH:3][cH:4][cH:5][cH:6][cH:7]1)[n:8]1[n:9][c:10](-[c:19]2[cH:20][cH:21][c:22]([Cl:25])[cH:23][cH:24]2)[c:11]2[c:16]1[CH2:15][CH2:14][C:13](=[O:31])[CH2:12]2.